Dataset: the Open Reaction Database (ORD), a public repository of structured organic reaction records. Task: describe an organic reaction: reactants, conditions, products, and yield The reactants are CC(C)S(=O)(=O)Cl, Cn1c(C#N)ccc1-c1cc(F)c(N)cc1F, O, c1ccncc1. Yields the product CC(C)S(=O)(=O)Nc1cc(F)c(-c2ccc(C#N)n2C)cc1F. RXN SMILES: [CH:18]([CH3:19])([CH3:20])[S:21](=[O:22])(=[O:23])[Cl:24].[NH2:1][c:2]1[cH:3][c:4]([F:17])[c:5](-[c:9]2[cH:10][cH:11][c:12]([C:15]#[N:16])[n:13]2[CH3:14])[cH:6][c:7]1[F:8].[OH2:31].[cH:25]1[cH:26][cH:27][n:28][cH:29][cH:30]1>>[NH:1]([c:2]1[cH:3][c:4]([F:17])[c:5](-[c:9]2[cH:10][cH:11][c:12]([C:15]#[N:16])[n:13]2[CH3:14])[cH:6][c:7]1[F:8])[S:21]([CH:18]([CH3:19])[CH3:20])(=[O:22])=[O:23]. Reactants: C(C)(=O)OC[C@@H](C)N1C(C2=CC=C(C(=C2C=C1)NC(CC1=CC(=C(C=C1)C(F)(F)F)F)=O)Cl)=O ((R)-2-(6-chloro-5-(2-(3-fluoro-4-(trifluoromethyl)phenyl)acetamido)-1-oxoisoquinolin-2(1H)-yl)propyl acetate), C([O-])([O-])=O.[K+].[K+] (potassium carbonate), CO (methanol). The reagents and catalysts are O (water). Reaction conditions: time 1 hour. Product: ClC=1C(=C2C=CN(C(C2=CC1)=O)[C@@H](CO)C)NC(CC1=CC(=C(C=C1)C(F)(F)F)F)=O ((R)—N-(6-Chloro-2-(1-hydroxypropan-2-yl)-1-oxo-1,2-dihydroisoquinolin-5-yl)-2-(3-fluoro-4-(trifluoromethyl)phenyl)acetamide). Reaction SMILES: C([O:4][CH2:5][C@H:6]([N:8]1[CH:17]=[CH:16][C:15]2[C:10](=[CH:11][CH:12]=[C:13]([Cl:33])[C:14]=2[NH:18][C:19](=[O:32])[CH2:20][C:21]2[CH:26]=[CH:25][C:24]([C:27]([F:30])([F:29])[F:28])=[C:23]([F:31])[CH:22]=2)[C:9]1=[O:34])[CH3:7])(=O)C.C(=O)([O-])[O-].[K+].[K+].CO>O>[Cl:33][C:13]1[C:14]([NH:18][C:19](=[O:32])[CH2:20][C:21]2[CH:26]=[CH:25][C:24]([C:27]([F:30])([F:28])[F:29])=[C:23]([F:31])[CH:22]=2)=[C:15]2[C:10](=[CH:11][CH:12]=1)[C:9](=[O:34])[N:8]([C@H:6]([CH3:7])[CH2:5][OH:4])[CH:17]=[CH:16]2 |f:1.2.3|. Reported procedure: A round bottom flask was charged with (R)-2-(6-chloro-5-(2-(3-fluoro-4-(trifluoromethyl)phenyl)acetamido)-1-oxoisoquinolin-2(1H)-yl)propyl acetate (1.200 g, 0.002406 mol), potassium carbonate (0.997 g, 0.00722 mol) and methanol (20 mL, 0.5 mol) and 2 drops of water. The reaction was stirred at room temperature for 1 hour and was filtered over sodium sulfate and washed with methanol. the solvent was removed under reduced pressureunder reduced pressure and the residue purified by flash chromatogra... Starting materials: CCOC(=O)c1sc(Cl)nc1-c1ccc(C(F)(F)F)cc1, CC(C)=O, [N-]=[N+]=[N-], [Na+], O. Yields the product CCOC(=O)c1sc(N=[N+]=[N-])nc1-c1ccc(C(F)(F)F)cc1. RXN SMILES: [CH2:1]([CH3:2])[O:3][C:4](=[O:5])[c:6]1[c:7](-[c:12]2[cH:13][cH:14][c:15]([C:18]([F:19])([F:20])[F:21])[cH:16][cH:17]2)[n:8][c:9]([Cl:11])[s:10]1.[CH3:22][C:23](=[O:24])[CH3:25].[N-:27]=[N+:28]=[N-:29].[Na+:26].[OH2:30]>>[CH2:1]([CH3:2])[O:3][C:4](=[O:5])[c:6]1[c:7](-[c:12]2[cH:13][cH:14][c:15]([C:18]([F:19])([F:20])[F:21])[cH:16][cH:17]2)[n:8][c:9]([N:27]=[N+:28]=[N-:29])[s:10]1. Reactants: CCOC(=O)C1(NC(=O)c2cc(F)cc3c2OCOC3)Cc2ccccc2C1, CCO, [K+], [OH-], O. RXN SMILES: [CH2:1]([CH3:2])[O:3][C:4](=[O:5])[C:6]1([NH:15][C:16](=[O:17])[c:18]2[cH:19][c:20]([F:28])[cH:21][c:22]3[c:27]2[O:26][CH2:25][O:24][CH2:23]3)[CH2:7][c:8]2[cH:9][cH:10][cH:11][cH:12][c:13]2[CH2:14]1.[CH3:32][CH2:33][OH:34].[K+:30].[OH-:29].[OH2:31]>>[O:3]=[C:4]([OH:5])[C:6]1([NH:15][C:16](=[O:17])[c:18]2[cH:19][c:20]([F:28])[cH:21][c:22]3[c:27]2[O:26][CH2:25][O:24][CH2:23]3)[CH2:7][c:8]2[cH:9][cH:10][cH:11][cH:12][c:13]2[CH2:14]1. Yields the product O=C(NC1(C(=O)O)Cc2ccccc2C1)c1cc(F)cc2c1OCOC2. Reactants: C(C)OC(C(=O)NC1=CC=C(C=C1)OCCCN1CCC(CC1)C(O)(C1=CC=C(C=C1)F)C1=CC=C(C=C1)F)=O ([[4-[3-[4-[Bis(4-fluorophenyl)hydroxymethyl]-1-piperidinyl]propoxy]phenyl]amino]oxoacetic acid ethyl ester), C([O-])(O)=O.[Na+] (sodium bicarbonate), O (water), C(C)(=O)O (acetic acid). Run in C(C)O (ethanol). The product is FC1=CC=C(C=C1)C(C1CCN(CC1)CCCOC1=CC=C(C=C1)NC(C(=O)O)=O)(O)C1=CC=C(C=C1)F ([[4-[3-[4-(Bis(4-fluorophenyl)hydroxymethyl]-1-piperidinyl]propoxy]phenyl]amino]-oxoacetic acid). As a reaction SMILES: C([O:3][C:4](=[O:40])[C:5]([NH:7][C:8]1[CH:13]=[CH:12][C:11]([O:14][CH2:15][CH2:16][CH2:17][N:18]2[CH2:23][CH2:22][CH:21]([C:24]([C:33]3[CH:38]=[CH:37][C:36]([F:39])=[CH:35][CH:34]=3)([C:26]3[CH:31]=[CH:30][C:29]([F:32])=[CH:28][CH:27]=3)[OH:25])[CH2:20][CH2:19]2)=[CH:10][CH:9]=1)=[O:6])C.C(=O)(O)[O-].[Na+].O.C(O)(=O)C>C(O)C>[F:39][C:36]1[CH:37]=[CH:38][C:33]([C:24]([C:26]2[CH:31]=[CH:30][C:29]([F:32])=[CH:28][CH:27]=2)([OH:25])[CH:21]2[CH2:22][CH2:23][N:18]([CH2:17][CH2:16][CH2:15][O:14][C:11]3[CH:12]=[CH:13][C:8]([NH:7][C:5](=[O:6])[C:4]([OH:40])=[O:3])=[CH:9][CH:10]=3)[CH2:19][CH2:20]2)=[CH:34][CH:35]=1 |f:1.2|. Reported procedure: A solution of [[4-[3-[4-[Bis(4-fluorophenyl)hydroxymethyl]-1-piperidinyl]propoxy]phenyl]amino]oxoacetic acid ethyl ester in 50 ml of ethanol is treated with 20 ml of a 2N sodium bicarbonate solution and the mixture is heated at reflux overnight. The mixture is cooled and poured into 500 ml of water containing 10 ml of acetic acid. The resulting solution is collected by filtration and dried to give the title compound. The reactants are Cc1cccc(C)c1Nn1cc(C#N)c(=O)[nH]c1=O, COS(=O)(=O)OC, [Na+], [OH-]. Yields the product Cc1cccc(C)c1Nn1cc(C#N)c(=O)n(C)c1=O. As a reaction SMILES: [C:1](#[N:2])[c:3]1[c:4](=[O:19])[nH:5][c:6](=[O:18])[n:7]([NH:9][c:10]2[c:11]([CH3:17])[cH:12][cH:13][cH:14][c:15]2[CH3:16])[cH:8]1.[CH3:20][O:21][S:22]([O:23][CH3:24])(=[O:25])=[O:26].[Na+:28].[OH-:27]>>[C:1](#[N:2])[c:3]1[c:4](=[O:19])[n:5]([CH3:20])[c:6](=[O:18])[n:7]([NH:9][c:10]2[c:11]([CH3:17])[cH:12][cH:13][cH:14][c:15]2[CH3:16])[cH:8]1. As a reaction SMILES: [C:1]([CH3:2])([CH3:3])([CH3:4])[O:5][C:6]([C:7]([CH3:8])([CH3:9])[S:10][c:11]1[s:12][cH:13][c:14]([CH2:16][CH2:17][N:18]([CH2:19][c:20]2[cH:21][cH:22][c:23]([NH:26][CH2:27][CH2:28][CH3:29])[cH:24][cH:25]2)[c:30]2[n:31][cH:32][c:33]([CH2:36][CH3:37])[cH:34][n:35]2)[n:15]1)=[O:38].[C:39]([O:40][CH2:41][CH3:42])(=[O:43])[CH3:44].[CH:46]([OH:47])=[O:48].[ClH:45]>>[ClH:45].[O:5]=[C:6]([C:7]([CH3:8])([CH3:9])[S:10][c:11]1[s:12][cH:13][c:14]([CH2:16][CH2:17][N:18]([CH2:19][c:20]2[cH:21][cH:22][c:23]([NH:26][CH2:27][CH2:28][CH3:29])[cH:24][cH:25]2)[c:30]2[n:31][cH:32][c:33]([CH2:36][CH3:37])[cH:34][n:35]2)[n:15]1)[OH:38]. The reactants are CCCNc1ccc(CN(CCc2csc(SC(C)(C)C(=O)OC(C)(C)C)n2)c2ncc(CC)cn2)cc1, CCOC(C)=O, O=CO, Cl. Product: Cl, CCCNc1ccc(CN(CCc2csc(SC(C)(C)C(=O)O)n2)c2ncc(CC)cn2)cc1. The reactants are COC=1C=C2C=CC(=CC2=CC1)C1=CC=CN2C1=NS(CC2)(=O)=O (9-(6-methoxynaphthalen-2-yl)-3,4-dihydropyrido[2,1-c][1,2,4]thiadiazine 2,2-dioxide). Reagents/catalysts: [Pt](=O)=O (Platinum(IV) oxide). Solvent: C1CCOC1 (THF), CO (MeOH). Conditions: temperature 50 celsius, time 8 hour. Yields the product COC=1C=C2C=CC(=CC2=CC1)C1CCCN2C1=NS(CC2)(=O)=O (9-(6-methoxynaphthalen-2-yl)-3,4,6,7,8,9-hexahydropyrido[2,1-c][1,2,4]thiadiazine 2,2-dioxide). Isolated yield 69.4%. Reaction SMILES: [CH3:1][O:2][C:3]1[CH:4]=[C:5]2[C:10](=[CH:11][CH:12]=1)[CH:9]=[C:8]([C:13]1[C:18]3=[N:19][S:20](=[O:24])(=[O:23])[CH2:21][CH2:22][N:17]3[CH:16]=[CH:15][CH:14]=1)[CH:7]=[CH:6]2>C1COCC1.CO.[Pt](=O)=O>[CH3:1][O:2][C:3]1[CH:4]=[C:5]2[C:10](=[CH:11][CH:12]=1)[CH:9]=[C:8]([CH:13]1[C:18]3=[N:19][S:20](=[O:24])(=[O:23])[CH2:21][CH2:22][N:17]3[CH2:16][CH2:15][CH2:14]1)[CH:7]=[CH:6]2. Procedure: Platinum(IV) oxide (30 mg) was added to a solution of 9-(6-methoxynaphthalen-2-yl)-3,4-dihydropyrido[2,1-c][1,2,4]thiadiazine 2,2-dioxide (218 mg) in THF (dry) (75 mL) and MeOH (75 mL) and the mixture was stirred at room temperature under hydrogen overnight and at 50° C. overnight. Activated carbon was added and the insoluble solid was removed by filtration through NH-silica gel/Celite pad (eluted with EtOAc). The filtrate was concentrated and the residue was crystallized from MeCN-THF/IPE to gi... Starting materials: ClC1=C2C=C(NC2=CC=C1C#N)C (4-chloro-2-methyl-1H-indole-5-carbonitrile), ClCC1=NOC(=N1)C=1C(=NOC1C)C (3-(chloromethyl)-5-(3,5-dimethyl-4-isoxazolyl)-1,2,4-oxadiazole). Product: ClC1=C2C=C(N(C2=CC=C1C#N)CC1=NOC(=N1)C=1C(=NOC1C)C)C (4-Chloro-1-{[5-(3,5-dimethyl-4-isoxazolyl)-1,2,4-oxadiazol-3-yl]methyl}-2-methyl-1H-indole-5-carbonitrile). Reaction SMILES: [Cl:1][C:2]1[C:10]([C:11]#[N:12])=[CH:9][CH:8]=[C:7]2[C:3]=1[CH:4]=[C:5]([CH3:13])[NH:6]2.Cl[CH2:15][C:16]1[N:20]=[C:19]([C:21]2[C:22]([CH3:27])=[N:23][O:24][C:25]=2[CH3:26])[O:18][N:17]=1>>[Cl:1][C:2]1[C:10]([C:11]#[N:12])=[CH:9][CH:8]=[C:7]2[C:3]=1[CH:4]=[C:5]([CH3:13])[N:6]2[CH2:15][C:16]1[N:20]=[C:19]([C:21]2[C:22]([CH3:27])=[N:23][O:24][C:25]=2[CH3:26])[O:18][N:17]=1. Procedure details: Synthesized as described in Example 4 from 4-chloro-2-methyl-1H-indole-5-carbonitrile and 3-(chloromethyl)-5-(3,5-dimethyl-4-isoxazolyl)-1,2,4-oxadiazole: 1H NMR (400 MHz, DMSO-d6) δ 7.93 (s, 1 H), 7.81 (d, J=8.5 Hz, 1 H), 7.58 (d, J=8.5 Hz, 1 H), 5.81 (s, 2 H), 3.30 (s, 3 H), 2.66 (s, 3 H), 2.39 (s, 3 H); MS (ES) m/z 368 (M+1).